From a dataset of the Open Reaction Database (ORD), a public repository of structured organic reaction records. describe an organic reaction: reactants, conditions, products, and yield Reagents/catalysts: C=1C=CC(=CC1)[P](C=2C=CC=CC2)(C=3C=CC=CC3)[Pd]([P](C=4C=CC=CC4)(C=5C=CC=CC5)C=6C=CC=CC6)([P](C=7C=CC=CC7)(C=8C=CC=CC8)C=9C=CC=CC9)[P](C=1C=CC=CC1)(C=1C=CC=CC1)C=1C=CC=CC1 (tetrakis(triphenylphosphine)palladium(0)). Run in C1(=CC=CC=C1)C.O (toluene water). Yields the product [N+](=O)([O-])C1=CC=C(C=C1)C1=CC=CC2=C1OC1=C2C=CC=C1 (4-(4-nitrophenyl)dibenzo[b,d]furan). Isolated yield 62.6%. The reactants are C1=CC=C(C=2OC3=C(C21)C=CC=C3)B(O)O (dibenzofuran-4-boronic acid), BrC1=CC=C(C=C1)[N+](=O)[O-] (4-bromonitrobenzene), C([O-])([O-])=O.[Na+].[Na+] (sodium carbonate). Run at temperature 0 celsius. Reaction SMILES: [CH:1]1[C:9]2[C:8]3[CH:10]=[CH:11][CH:12]=[CH:13][C:7]=3[O:6][C:5]=2[C:4](B(O)O)=[CH:3][CH:2]=1.Br[C:18]1[CH:23]=[CH:22][C:21]([N+:24]([O-:26])=[O:25])=[CH:20][CH:19]=1.C(=O)([O-])[O-].[Na+].[Na+]>C1(C)C=CC=CC=1.O.C1C=CC([P]([Pd]([P](C2C=CC=CC=2)(C2C=CC=CC=2)C2C=CC=CC=2)([P](C2C=CC=CC=2)(C2C=CC=CC=2)C2C=CC=CC=2)[P](C2C=CC=CC=2)(C2C=CC=CC=2)C2C=CC=CC=2)(C2C=CC=CC=2)C2C=CC=CC=2)=CC=1>[N+:24]([C:21]1[CH:22]=[CH:23][C:18]([C:4]2[C:5]3[O:6][C:7]4[CH:13]=[CH:12][CH:11]=[CH:10][C:8]=4[C:9]=3[CH:1]=[CH:2][CH:3]=2)=[CH:19][CH:20]=1)([O-:26])=[O:25] |f:2.3.4,5.6,^1:44,46,65,84|. Reported procedure: To a mixture of dibenzofuran-4-boronic acid (30 g, 0.14 mol), 4-bromonitrobenzene (25.7 g, 0.127 mol), sodium carbonate (150 g) in toluene/water (500 mL/500 mL) was added tetrakis(triphenylphosphine)palladium(0) (8.2 g, 0.7 mol %) and the resulting reaction mixture was refluxed for 20 h under N2 atmosphere. The toluene layer was separated and concentrated to 200 mL. The concentrated solution was cooled to 0° C. and filtered off. The collected solid was dried and dissolved in chloroform and the o... The reactants are Cc1ccc(CN2CCN(C(=O)OC(C)(C)C)CC2)cc1[N+](=O)[O-], CCO, [Cl-], [Fe], [NH4+], O. Product: Cc1ccc(CN2CCN(C(=O)OC(C)(C)C)CC2)cc1N. RXN SMILES: [C:1]([CH3:2])([CH3:3])([CH3:4])[O:5][C:6](=[O:7])[N:8]1[CH2:9][CH2:10][N:11]([CH2:14][c:15]2[cH:16][c:17]([N+:22]([O-:23])=[O:24])[c:18]([CH3:21])[cH:19][cH:20]2)[CH2:12][CH2:13]1.[CH3:27][CH2:28][OH:29].[Cl-:25].[Fe:31].[NH4+:26].[OH2:30]>>[C:1]([CH3:2])([CH3:3])([CH3:4])[O:5][C:6](=[O:7])[N:8]1[CH2:9][CH2:10][N:11]([CH2:14][c:15]2[cH:16][c:17]([NH2:22])[c:18]([CH3:21])[cH:19][cH:20]2)[CH2:12][CH2:13]1. The reactants are C=CCc1ccccc1, Cc1ccccc1, C[N+]([O-])=C(Cn1ccnc1)c1ccc(Cl)cc1. The product is CN1OC(Cc2ccccc2)CC1(Cn1ccnc1)c1ccc(Cl)cc1. Reaction SMILES: [CH2:18]([CH:19]=[CH2:20])[c:21]1[cH:22][cH:23][cH:24][cH:25][cH:26]1.[CH3:27][c:28]1[cH:29][cH:30][cH:31][cH:32][cH:33]1.[Cl:1][c:2]1[cH:3][cH:4][c:5]([C:8]([CH2:9][n:10]2[cH:11][n:12][cH:13][cH:14]2)=[N+:15]([CH3:16])[O-:17])[cH:6][cH:7]1>>[Cl:1][c:2]1[cH:3][cH:4][c:5]([C:8]2([CH2:9][n:10]3[cH:11][n:12][cH:13][cH:14]3)[N:15]([CH3:16])[O:17][CH:19]([CH2:18][c:21]3[cH:22][cH:23][cH:24][cH:25][cH:26]3)[CH2:20]2)[cH:6][cH:7]1. Reactants: CCOC(=O)c1csc(C2CCNCC2)n1, Cc1ccc(C)c(CC(=O)O)c1, CCN(C(C)C)C(C)C, F[B-](F)(F)F, CN(C)C=O, CN(C)C(On1nnc2ccccc21)=[N+](C)C. Product: CCOC(=O)c1csc(C2CCN(C(=O)Cc3cc(C)ccc3C)CC2)n1. As a reaction SMILES: [CH2:44]([CH3:45])[O:46][C:47](=[O:48])[c:49]1[n:50][c:51]([CH:54]2[CH2:55][CH2:56][NH:57][CH2:58][CH2:59]2)[s:52][cH:53]1.[CH3:1][c:2]1[c:3]([CH2:9][C:10](=[O:11])[OH:12])[cH:4][c:5]([CH3:8])[cH:6][cH:7]1.[CH:13]([N:14]([CH:15]([CH3:16])[CH3:17])[CH2:18][CH3:19])([CH3:20])[CH3:21].[F:22][B-:23]([F:24])([F:25])[F:26].[O:60]=[CH:61][N:62]([CH3:63])[CH3:64].[n:27]1([O:28][C:29]([N:30]([CH3:31])[CH3:32])=[N+:33]([CH3:34])[CH3:35])[c:36]2[cH:37][cH:38][cH:39][cH:40][c:41]2[n:42][n:43]1>>[CH3:1][c:2]1[c:3]([CH2:9][C:10](=[O:12])[N:57]2[CH2:56][CH2:55][CH:54]([c:51]3[n:50][c:49]([C:47]([O:46][CH2:44][CH3:45])=[O:48])[cH:53][s:52]3)[CH2:59][CH2:58]2)[cH:4][c:5]([CH3:8])[cH:6][cH:7]1. Starting materials: [BH4-], CC(C)(C)OC(=O)CCN, COc1ccc2ccccc2c1C=O, ClCCl, [Mg+2], [Na+], O=S(=O)([O-])[O-]. Yields the product COc1ccc2ccccc2c1CNCCC(=O)OC(C)(C)C. RXN SMILES: [BH4-:25].[C:15]([CH3:16])([CH3:17])([CH3:18])[O:19][C:20]([CH2:21][CH2:22][NH2:23])=[O:24].[CH3:1][O:2][c:3]1[c:4]([CH:13]=[O:14])[c:5]2[cH:6][cH:7][cH:8][cH:9][c:10]2[cH:11][cH:12]1.[Cl:33][CH2:34][Cl:35].[Mg+2:32].[Na+:26].[S:27]([O-:28])([O-:29])(=[O:30])=[O:31]>>[CH3:1][O:2][c:3]1[c:4]([CH2:13][NH:23][CH2:22][CH2:21][C:20]([O:19][C:15]([CH3:16])([CH3:17])[CH3:18])=[O:24])[c:5]2[cH:6][cH:7][cH:8][cH:9][c:10]2[cH:11][cH:12]1. Reactants: CCc1ccc(Cc2cc(Br)cs2)cc1, C1CO1, C1CCOC1, CC(C)[N-]C(C)C, [Li+], O. Yields the product CCc1ccc(Cc2cc(Br)c(CCO)s2)cc1. RXN SMILES: [Br:1][c:2]1[cH:3][c:4]([CH2:7][c:8]2[cH:9][cH:10][c:11]([CH2:14][CH3:15])[cH:12][cH:13]2)[s:5][cH:6]1.[CH2:16]1[CH2:17][O:18]1.[CH2:20]1[O:21][CH2:22][CH2:23][CH2:24]1.[CH3:26][CH:27]([N-:28][CH:29]([CH3:30])[CH3:31])[CH3:32].[Li+:25].[OH2:19]>>[Br:1][c:2]1[cH:3][c:4]([CH2:7][c:8]2[cH:9][cH:10][c:11]([CH2:14][CH3:15])[cH:12][cH:13]2)[s:5][c:6]1[CH2:16][CH2:17][OH:18].